Task: describe an organic reaction: reactants, conditions, products, and yield. Dataset: the Open Reaction Database (ORD), a public repository of structured organic reaction records The reactants are [Al+3], C1CCOC1, COC(=O)C1C(c2ccc(F)c(C)c2)=CC2(CC1(C)C)SCCCS2, [H-], [H-], [H-], [H-], [Li+]. Yields the product Cc1cc(C2=CC3(CC(C)(C)C2CO)SCCCS3)ccc1F. As a reaction SMILES: [Al+3:27].[CH2:32]1[O:33][CH2:34][CH2:35][CH2:36]1.[F:1][c:2]1[c:3]([CH3:25])[cH:4][c:5]([C:8]2=[CH:9][C:10]3([S:11][CH2:12][CH2:13][CH2:14][S:15]3)[CH2:16][C:17]([CH3:23])([CH3:24])[CH:18]2[C:19](=[O:20])[O:21][CH3:22])[cH:6][cH:7]1.[H-:26].[H-:29].[H-:30].[H-:31].[Li+:28]>>[F:1][c:2]1[c:3]([CH3:25])[cH:4][c:5]([C:8]2=[CH:9][C:10]3([S:11][CH2:12][CH2:13][CH2:14][S:15]3)[CH2:16][C:17]([CH3:23])([CH3:24])[CH:18]2[CH2:19][OH:20])[cH:6][cH:7]1.